Dataset: the Open Reaction Database (ORD), a public repository of structured organic reaction records. Task: describe an organic reaction: reactants, conditions, products, and yield The reactants are Cc1ccccc1NC(=O)Nc1ccc(CC(=O)NC(CC(C)C)c2ncc(CCC(=O)O)s2)cc1, CS(N)(=O)=O, CN(C)c1ccncc1, CCOC(C)=O, CN(C)C=O. The product is Cc1ccccc1NC(=O)Nc1ccc(CC(=O)NC(CC(C)C)c2ncc(CCC(=O)NS(C)(=O)=O)s2)cc1. As a reaction SMILES: [CH3:1][CH:2]([CH2:3][CH:4]([NH:5][C:6]([CH2:7][c:8]1[cH:9][cH:10][c:11]([NH:14][C:15](=[O:16])[NH:17][c:18]2[c:19]([CH3:24])[cH:20][cH:21][cH:22][cH:23]2)[cH:12][cH:13]1)=[O:25])[c:26]1[s:27][c:28]([CH2:31][CH2:32][C:33](=[O:34])[OH:35])[cH:29][n:30]1)[CH3:36].[CH3:42][S:43](=[O:44])(=[O:45])[NH2:46].[CH3:47][N:48]([c:49]1[cH:50][cH:51][n:52][cH:53][cH:54]1)[CH3:55].[CH3:56][CH2:57][O:58][C:59]([CH3:60])=[O:61].[O:37]=[CH:38][N:39]([CH3:40])[CH3:41]>>[CH3:1][CH:2]([CH2:3][CH:4]([NH:5][C:6]([CH2:7][c:8]1[cH:9][cH:10][c:11]([NH:14][C:15](=[O:16])[NH:17][c:18]2[c:19]([CH3:24])[cH:20][cH:21][cH:22][cH:23]2)[cH:12][cH:13]1)=[O:25])[c:26]1[s:27][c:28]([CH2:31][CH2:32][C:33](=[O:35])[NH:46][S:43]([CH3:42])(=[O:44])=[O:45])[cH:29][n:30]1)[CH3:36]. Reactants: S(=O)(Cl)Cl (Thionyl chloride), N[C@@H](CCC(=O)O)C(=O)O (L-glutamic acid), C(C)O (ethanol), C([O-])([O-])=O.[Na+].[Na+] (sodium carbonate). Solvent: O (water), O (water). Conditions: temperature 160 celsius. The product is N1[C@@H](CCC1=O)C(=O)OCC (ethyl L-pyroglutamate). As a reaction SMILES: S(Cl)(Cl)=O.[NH2:5][C@H:6]([C:12]([OH:14])=[O:13])[CH2:7][CH2:8][C:9]([OH:11])=O.C(=O)([O-])[O-].[Na+].[Na+].[CH2:21](O)[CH3:22]>O>[NH:5]1[C:9](=[O:11])[CH2:8][CH2:7][C@H:6]1[C:12]([O:14][CH2:21][CH3:22])=[O:13] |f:2.3.4|. Procedure details: Thionyl chloride (217 ml) is slowly added to a stirred suspension of L-glutamic acid (417 g) in dry ethanol (1 L), and the mixture is refluxed for 5 hours. Ethanol is removed under vaccum to give a residue, which is dissolved in water (500 ml). The water solution is made alkaline with saturated sodium carbonate solution and extracted with chloroform (4×200 ml). The chloroform extract is dried (Na2SO4) and evaporated to give crude product (178 g). This material is heated (160° C.) under vaccum (1... Starting materials: CO, C[O-], Clc1ccc(-c2ccncc2)nn1, [Na+]. Yields the product COc1ccc(-c2ccncc2)nn1. Reaction SMILES: [CH3:17][OH:18].[CH3:1][O-:2].[Cl:4][c:5]1[n:6][n:7][c:8](-[c:11]2[cH:12][cH:13][n:14][cH:15][cH:16]2)[cH:9][cH:10]1.[Na+:3]>>[CH3:1][O:2][c:5]1[n:6][n:7][c:8](-[c:11]2[cH:12][cH:13][n:14][cH:15][cH:16]2)[cH:9][cH:10]1. Reactants: ClC1=C(N=NC(=C1)Cl)C(=O)OCC (ethyl 4,6-dichloropyridazine-3-carboxylate), C(C)(C)(C)C1=CC=CC(=N1)N (6-tert-butylpyridin-2-amine). The solvent is C(C)#N (acetonitrile). Run at temperature 130 celsius. Product: C(C)(C)(C)C1=CC=CC(=N1)NC1=C(N=NC(=C1)Cl)C(=O)OCC (ethyl 4-(6-tert-butylpyridin-2-ylamino)-6-chloropyridazine-3-carboxylate). Isolated yield 48.7%. RXN SMILES: Cl[C:2]1[CH:7]=[C:6]([Cl:8])[N:5]=[N:4][C:3]=1[C:9]([O:11][CH2:12][CH3:13])=[O:10].[C:14]([C:18]1[N:23]=[C:22]([NH2:24])[CH:21]=[CH:20][CH:19]=1)([CH3:17])([CH3:16])[CH3:15]>C(#N)C>[C:14]([C:18]1[N:23]=[C:22]([NH:24][C:2]2[CH:7]=[C:6]([Cl:8])[N:5]=[N:4][C:3]=2[C:9]([O:11][CH2:12][CH3:13])=[O:10])[CH:21]=[CH:20][CH:19]=1)([CH3:17])([CH3:15])[CH3:16]. Reported procedure: A mixture of ethyl 4,6-dichloropyridazine-3-carboxylate (0.73 g, 3.3 mmol) and 6-tert-butylpyridin-2-amine (992 mg, 6.61 mmol, available commercially from J&W PharmLab, LLC) was dissolved in acetonitrile (3.00 mL) and heated at 130° C. for 20 h. After cooling to room temperature, the mixture was concentrated and the residue purified by flash chromatography (spherical silica 20-45 μM, 50 g, Versaflash Supelco) eluting with 0 to 20% acetone in dichloromethane over 20 min to give ethyl 4-(6-tert-bu...